From a dataset of the Open Reaction Database (ORD), a public repository of structured organic reaction records. describe an organic reaction: reactants, conditions, products, and yield The reactants are FC=1C=C(C=C(C1)F)CC(=O)OC (methyl (3,5-difluorophenyl)acetate), ClC1=CC=C(C=C1)C(N1CC(C1)=O)C1=CC=C(C=C1)Cl (1-[bis(4-chlorophenyl)methyl]azetidin-3-one), C(CCC)[Li] (butyllithium). The solvent is C1CCOC1 (THF), C1CCOC1 (THF), CCCCCC (hexane), C1CCOC1 (THF). Conditions: temperature -78 celsius, time 20 minute. The product is ClC1=CC=C(C=C1)C(N1CC(C1)(O)C(C(=O)OC)C1=CC(=CC(=C1)F)F)C1=CC=C(C=C1)Cl (Methyl {1-[bis(4-chlorophenyl)methyl]-3-hydroxyazetidin-3-yl}(3,5-difluorophenyl)acetate). Reaction SMILES: C([Li])CCC.[F:6][C:7]1[CH:8]=[C:9]([CH2:14][C:15]([O:17][CH3:18])=[O:16])[CH:10]=[C:11]([F:13])[CH:12]=1.[Cl:19][C:20]1[CH:25]=[CH:24][C:23]([CH:26]([C:32]2[CH:37]=[CH:36][C:35]([Cl:38])=[CH:34][CH:33]=2)[N:27]2[CH2:30][C:29](=[O:31])[CH2:28]2)=[CH:22][CH:21]=1>CCCCCC.C1COCC1>[Cl:19][C:20]1[CH:25]=[CH:24][C:23]([CH:26]([C:32]2[CH:37]=[CH:36][C:35]([Cl:38])=[CH:34][CH:33]=2)[N:27]2[CH2:28][C:29]([CH:14]([C:9]3[CH:8]=[C:7]([F:6])[CH:12]=[C:11]([F:13])[CH:10]=3)[C:15]([O:17][CH3:18])=[O:16])([OH:31])[CH2:30]2)=[CH:22][CH:21]=1. Procedure details: A solution of 2 mL of 1.6M butyllithium in hexane and 2 mL of dry THF was cooled to −78° C. under nitrogen. To this was added a solution of 0.626 g (3.2 mmol) of methyl (3,5-difluorophenyl)acetate in 4 mL of THF and the solution was stirred at −78° C. After 20 min, a solution of 0.600 g (1.95 mmol) of 1-[bis(4-chlorophenyl)methyl]azetidin-3-one in 4 mL THF was added and the solution was stirred at −78° C. After 1 h, the reaction was quenched by addition of 10 mL of saturated NH4Cl solution and 2... Reactants: O=C([O-])[O-], CN(C)C=O, Cc1cccc(O)c1[N+](=O)[O-], FC(F)(F)CI, [K+], [K+], O. Yields the product Cc1cccc(OCC(F)(F)F)c1[N+](=O)[O-]. RXN SMILES: [C:17](=[O:18])([O-:19])[O-:20].[CH3:1][N:2]([CH3:3])[CH:4]=[O:5].[CH3:6][c:7]1[c:8]([N+:14](=[O:15])[O-:16])[c:9]([OH:13])[cH:10][cH:11][cH:12]1.[I:23][CH2:24][C:25]([F:26])([F:27])[F:28].[K+:21].[K+:22].[OH2:29]>>[CH3:6][c:7]1[c:8]([N+:14](=[O:15])[O-:16])[c:9]([O:13][CH2:24][C:25]([F:26])([F:27])[F:28])[cH:10][cH:11][cH:12]1. Reactants: Cc1ccccc1-c1nc(NC(=O)Nc2cccc(C(=O)OCc3ccccc3)c2)c(CCC23CC4CC(CC(C4)C2)C3)n1C(=O)OC(C)(C)C, O=C(O)C(F)(F)F. Product: Cc1ccccc1-c1nc(NC(=O)Nc2cccc(C(=O)OCc3ccccc3)c2)c(CCC23CC4CC(CC(C4)C2)C3)[nH]1. Reaction SMILES: [C:1]([O:2][C:3](=[O:4])[n:8]1[c:9](-[c:45]2[c:46]([CH3:51])[cH:47][cH:48][cH:49][cH:50]2)[n:10][c:11]([NH:25][C:26](=[O:27])[NH:28][c:29]2[cH:30][c:31]([C:35](=[O:36])[O:37][CH2:38][c:39]3[cH:40][cH:41][cH:42][cH:43][cH:44]3)[cH:32][cH:33][cH:34]2)[c:12]1[CH2:13][CH2:14][C:15]12[CH2:16][CH:17]3[CH2:18][CH:19]([CH2:20][CH:21]([CH2:22]1)[CH2:23]3)[CH2:24]2)([CH3:5])([CH3:6])[CH3:7].[OH:52][C:53]([C:54]([F:55])([F:56])[F:57])=[O:58]>>[nH:8]1[c:9](-[c:45]2[c:46]([CH3:51])[cH:47][cH:48][cH:49][cH:50]2)[n:10][c:11]([NH:25][C:26](=[O:27])[NH:28][c:29]2[cH:30][c:31]([C:35](=[O:36])[O:37][CH2:38][c:39]3[cH:40][cH:41][cH:42][cH:43][cH:44]3)[cH:32][cH:33][cH:34]2)[c:12]1[CH2:13][CH2:14][C:15]12[CH2:16][CH:17]3[CH2:18][CH:19]([CH2:20][CH:21]([CH2:22]1)[CH2:23]3)[CH2:24]2. Starting materials: N1(CCCC1)C=1C=C(C=CC1)C=1NC(C(C(=O)O)=CC1)=O (6-[m-(1-Pyrrolidinyl)phenyl]-1,2-dihydro-2-oxonicotinic acid), S(=O)(Cl)Cl (thionyl chloride). Yields the product Cl.N1(CCCC1)C=1C=C(C=CC1)C=1NC(C(CCl)=CC1)=O (6-[m-(1-Pyrrolidinyl)phenyl]-1,2-dihydro-2-oxonicotinyl Chloride Hydrochloride). As a reaction SMILES: [N:1]1([C:6]2[CH:7]=[C:8]([C:12]3[NH:13][C:14](=[O:21])[C:15](=[CH:19][CH:20]=3)[C:16](O)=O)[CH:9]=[CH:10][CH:11]=2)[CH2:5][CH2:4][CH2:3][CH2:2]1.S(Cl)([Cl:24])=O>>[ClH:24].[N:1]1([C:6]2[CH:7]=[C:8]([C:12]3[NH:13][C:14](=[O:21])[C:15](=[CH:19][CH:20]=3)[CH2:16][Cl:24])[CH:9]=[CH:10][CH:11]=2)[CH2:5][CH2:4][CH2:3][CH2:2]1 |f:2.3|. Reported procedure: The 6-[m-(1-Pyrrolidinyl)phenyl]-1,2-dihydro-2-oxonicotinic acid (1.9 g.) is suspended in 40 ml. thionyl chloride and stirred at room temperature for 4 hours. A trace of undissolved solid is removed by filtration and the filtrate is diluted with 500 ml. of hexane. A gum which forms at first changes to a tan solid on continued stirring. The solid 6-[m-(1-pyrrdidinyl)phenyl]-1,2-dihydro-2-oxonicotinyl chloride hydrochloride is collected quickly by filtration and dried over phosphorus pentoxide ove... Reactants: CCOC(C)=O, CCOC(=O)C(=O)CC(C)(C)c1cccc2c1OCO2, CCCC[N+](CCCC)(CCCC)CCCC, CCCCCC, [F-], C[Si](C)(C)C(F)(F)F, C1CCOC1. Product: CCOC(=O)C(O)(CC(C)(C)c1cccc2c1OCO2)C(F)(F)F. RXN SMILES: [C:58]([O:59][CH2:60][CH3:61])(=[O:62])[CH3:63].[CH2:1]([CH3:2])[O:3][C:4]([C:5]([CH2:6][C:7]([CH3:8])([CH3:9])[c:10]1[cH:11][cH:12][cH:13][c:14]2[c:18]1[O:17][CH2:16][O:15]2)=[O:19])=[O:20].[CH3:30][CH2:31][CH2:32][CH2:33][N+:34]([CH2:35][CH2:36][CH2:37][CH3:38])([CH2:39][CH2:40][CH2:41][CH3:42])[CH2:43][CH2:44][CH2:45][CH3:46].[CH3:52][CH2:53][CH2:54][CH2:55][CH2:56][CH3:57].[F-:29].[F:21][C:22]([F:23])([F:24])[Si:25]([CH3:26])([CH3:27])[CH3:28].[O:47]1[CH2:48][CH2:49][CH2:50][CH2:51]1>>[CH2:1]([CH3:2])[O:3][C:4]([C:5]([CH2:6][C:7]([CH3:8])([CH3:9])[c:10]1[cH:11][cH:12][cH:13][c:14]2[c:18]1[O:17][CH2:16][O:15]2)([OH:19])[C:22]([F:21])([F:23])[F:24])=[O:20]. Starting materials: CC(C)(C)CC1NC(C(=O)Nc2ccc(C#N)cc2)C(c2cccc(Cl)c2F)C12C(=O)Nc1cc(Br)ccc12, CS(C)=O, [Na+], [OH-], OO. Product: CC(C)(C)CC1NC(C(=O)Nc2ccc(C(N)=O)cc2)C(c2cccc(Cl)c2F)C12C(=O)Nc1cc(Br)ccc12. RXN SMILES: [C:1](#[N:2])[c:3]1[cH:4][cH:5][c:6]([NH:9][C:10](=[O:11])[CH:12]2[CH:13]([c:32]3[c:33]([F:39])[c:34]([Cl:38])[cH:35][cH:36][cH:37]3)[C:14]3([C:15](=[O:24])[NH:16][c:17]4[cH:18][c:19]([Br:23])[cH:20][cH:21][c:22]43)[CH:25]([CH2:27][C:28]([CH3:29])([CH3:30])[CH3:31])[NH:26]2)[cH:7][cH:8]1.[CH3:44][S:45]([CH3:46])=[O:47].[Na+:43].[OH-:42].[OH:40][OH:41]>>[C:1]([NH2:2])([c:3]1[cH:4][cH:5][c:6]([NH:9][C:10](=[O:11])[CH:12]2[CH:13]([c:32]3[c:33]([F:39])[c:34]([Cl:38])[cH:35][cH:36][cH:37]3)[C:14]3([C:15](=[O:24])[NH:16][c:17]4[cH:18][c:19]([Br:23])[cH:20][cH:21][c:22]43)[CH:25]([CH2:27][C:28]([CH3:29])([CH3:30])[CH3:31])[NH:26]2)[cH:7][cH:8]1)=[O:40]. The reactants are [C@@H]1(C=C[C@@H](CO)O1)N1C(=O)NC(=O)C(C)=C1 (2′,3′-didehydro-3′-deoxythymidine), N,N-dimethyl propylene urea, C(C)(C)O (isopropanol). Run at temperature 72.5 celsius, time 15 minute. The product is CC1=CN(C(=O)NC1=O)[C@H]2C=C[C@H](O2)CO.CN1CCCN(C1=O)C (Stavudine DMPU). Isolated yield 86.7%. RXN SMILES: [C@@H:1]1([N:8]2[CH:16]=[C:14]([CH3:15])[C:12](=[O:13])[NH:11][C:9]2=[O:10])[O:7][C@H:4]([CH2:5][OH:6])[CH:3]=[CH:2]1.[CH:17](O)([CH3:19])[CH3:18]>>[CH3:15][C:14]1[C:12](=[O:13])[NH:11][C:9](=[O:10])[N:8]([C@@H:1]2[O:7][C@H:4]([CH2:5][OH:6])[CH:3]=[CH:2]2)[CH:16]=1.[CH3:1][N:8]1[C:9](=[O:10])[N:11]([CH3:12])[CH2:19][CH2:17][CH2:18]1 |f:2.3|. Procedure details: Crude Stavudine (25 g, 96.7% pure, 0.1116 mole), N,N-dimethyl propylene urea (37.5 g, 1.5 parts) are added to isopropanol (50 ml, 2 volumes) and heated to 70-75° C. for dissolution. The obtained solution is stirred for 15 min. at 75° C. and cooled to 6-8° C. The precipitated product is filtered, washed with IPA and dried to give 34.1 g of Stavudine DMPU solvate (86.7%) with a chromatographic purity of 99.91% The reactants are CCN=C=NCCCN(C)C.Cl (EDCI.HCl), C=1C=CC2=C(C1)N=NN2O (HOBt), CCN(C(C)C)C(C)C (DIEA), ClC1=C(C(=O)O)C=C(C=C1)Cl (2,5-dichlorobenzoicacid), C(C)(C)(C)OC(=O)N1CCNCC1 (piperazine-1-carboxylic acid tert-butyl ester). Run in CN(C)C=O (DMF), O (water). Reaction conditions: temperature 10 celsius, time 8 hour. Yields the product C(C)(C)(C)OC(=O)N1CCN(CC1)C(C1=C(C=CC(=C1)Cl)Cl)=O (4-(2,5-dichloro-benzoyl)-piperazine-1-carboxylic acid tert-butyl ester). Isolated yield 84.8%. Reaction SMILES: C1C=CC2N(O)N=NC=2C=1.CCN(C(C)C)C(C)C.[Cl:20][C:21]1[CH:29]=[CH:28][C:27]([Cl:30])=[CH:26][C:22]=1[C:23]([OH:25])=O.CCN=C=NCCCN(C)C.Cl.[C:43]([O:47][C:48]([N:50]1[CH2:55][CH2:54][NH:53][CH2:52][CH2:51]1)=[O:49])([CH3:46])([CH3:45])[CH3:44]>CN(C=O)C.O>[C:43]([O:47][C:48]([N:50]1[CH2:55][CH2:54][N:53]([C:23](=[O:25])[C:22]2[CH:26]=[C:27]([Cl:30])[CH:28]=[CH:29][C:21]=2[Cl:20])[CH2:52][CH2:51]1)=[O:49])([CH3:46])([CH3:44])[CH3:45] |f:3.4|. Procedure details: HOBt (213 mg, 1.5 mmol) and DIEA (508 mg, 3.9 mmol) were added to a stirred solution of 2,5-dichlorobenzoicacid (250 mg, 1.3 mmol) in DMF (2.5 mL). The reaction mixture was then cooled to 10° C. and EDCI.HCl (302 mg, 1.5 mmol) followed by piperazine-1-carboxylic acid tert-butyl ester (260 mg, 1.3 mmol) were added. The resulting mixture was stirred at room temperature overnight. The reaction mixture was then diluted with water and the product extracted with ethyl acetate. The ethyl acetate layer ...